Dataset: the Open Reaction Database (ORD), a public repository of structured organic reaction records. Task: describe an organic reaction: reactants, conditions, products, and yield Reactants: BrC(=CC1=CSC=C1)Br (3-(2,2-Dibromoethenyl)thiophene), C(CCC)[Li] (n-butyl lithium), CC(C(=O)C=1C=NC=NC1)C (2-methyl-1-pyrimidin-5-ylpropan-1-one). Solvent: O1CCCC1 (tetrahydrofuran). Run at temperature -78 celsius, time 1 hour. Yields the product OC(C#CC1=CSC=C1)(C(C)C)C=1C=NC=NC1 (3-hydroxy-4-methyl-3-pyrimidin-5-yl-1-thien-3-ylpent-1-yne). RXN SMILES: Br[C:2](Br)=[CH:3][C:4]1[CH:8]=[CH:7][S:6][CH:5]=1.C([Li])CCC.[CH3:15][CH:16]([CH3:25])[C:17]([C:19]1[CH:20]=[N:21][CH:22]=[N:23][CH:24]=1)=[O:18]>O1CCCC1>[OH:18][C:17]([C:19]1[CH:24]=[N:23][CH:22]=[N:21][CH:20]=1)([CH:16]([CH3:25])[CH3:15])[C:2]#[C:3][C:4]1[CH:8]=[CH:7][S:6][CH:5]=1. Reported procedure: To a stirred solution of the product of Stage (1) (0.22 g, 0.82 mmol) in dry tetrahydrofuran (15 ml) at --78° C. under nitrogen was slowly added n-butyl lithium (2.5 M in hexane; 0.8 ml, 2 mmol). After stirring for one hour at --78° C., the reaction mixture was allowed to warm to room temperature before 2-methyl-1-pyrimidin-5-ylpropan-1-one (0.2 g, 1.3 mmol) was added. After 20 minutes, the reaction was quenched by addition of water, and the product was extracted with ether (2×20ml). The combine... Starting materials: O=C([O-])[O-], COP(=O)(OC)OC, [K+], [K+], O=C([O-])[O-], COc1cc(C=O)ccc1O, O. The product is COc1ccc(C=O)cc1OC. RXN SMILES: [C:12](=[O:13])([O-:14])[O-:15].[CH3:22][O:23][P:24]([O:25][CH3:26])([O:27][CH3:28])=[O:29].[K+:16].[K+:17].[O-:18][C:19](=[O:20])[O-:21].[O:1]=[CH:2][c:3]1[cH:4][c:5]([O:6][CH3:7])[c:8]([OH:9])[cH:10][cH:11]1.[OH2:30]>>[O:1]=[CH:2][c:3]1[cH:4][c:5]([O:6][CH3:7])[c:8]([O:9][CH3:12])[cH:10][cH:11]1. Reactants: O=N[O-], CCCN(CCC)C(=O)C1CSc2ccc(N)cc21, [Na+], O, O=S(=O)(O)O. Product: CCCN(CCC)C(=O)C1CSc2ccc(O)cc21. As a reaction SMILES: [N:20](=[O:21])[O-:22].[NH2:1][c:2]1[cH:3][cH:4][c:5]2[c:6]([cH:19]1)[CH:7]([C:10](=[O:11])[N:12]([CH2:13][CH2:14][CH3:15])[CH2:16][CH2:17][CH3:18])[CH2:8][S:9]2.[Na+:23].[OH2:29].[S:24](=[O:25])(=[O:26])([OH:27])[OH:28]>>[c:2]1([OH:21])[cH:3][cH:4][c:5]2[c:6]([cH:19]1)[CH:7]([C:10](=[O:11])[N:12]([CH2:13][CH2:14][CH3:15])[CH2:16][CH2:17][CH3:18])[CH2:8][S:9]2. The reactants are CC(CO)(C)N1CCCC1 (2-Methyl-2-pyrrolidin-1-ylpropan-1-ol), [H-].[Na+] (Sodium hydride), ClC1=C(C=C(C=C1)[N+](=O)[O-])OC (1-Chloro-2-methoxy-4-nitrobenzene). Run in CN(C)C=O (DMF), CCOC(=O)C (EtOAc). Product: COC1=C(OCC(C)(C)N2CCCC2)C=CC(=C1)[N+](=O)[O-] (1-[2-(2-Methoxy-4-nitrophenoxy)-1,1-dimethylethyl]pyrrolidine). Yield: 12.3%. Reaction SMILES: [CH3:1][C:2]([N:6]1[CH2:10][CH2:9][CH2:8][CH2:7]1)([CH3:5])[CH2:3][OH:4].[H-].[Na+].Cl[C:14]1[CH:19]=[CH:18][C:17]([N+:20]([O-:22])=[O:21])=[CH:16][C:15]=1[O:23][CH3:24]>CN(C=O)C.CCOC(C)=O>[CH3:24][O:23][C:15]1[CH:16]=[C:17]([N+:20]([O-:22])=[O:21])[CH:18]=[CH:19][C:14]=1[O:4][CH2:3][C:2]([N:6]1[CH2:10][CH2:9][CH2:8][CH2:7]1)([CH3:5])[CH3:1] |f:1.2|. Procedure details: 2-Methyl-2-pyrrolidin-1-ylpropan-1-ol (0.3776 g, 2.0682 mmol) was taken up in anhydrous DMF (5 mL). Sodium hydride (0.083 g of a 60% dispersion, 2.0682 mmol) was added. The reaction was stirred at RT until gas evolution was complete. 1-Chloro-2-methoxy-4-nitrobenzene (0.3578 g, 2.0682 mmol) was added. The reaction was heated to 80° C. and stirred for 72 h. Cooled to RT and diluted with EtOAc, (50 mL) and washed with water (3×50 mL). Organics were dried over MgSO4, filtered and concentrated. Crud...